Dataset: the Open Reaction Database (ORD), a public repository of structured organic reaction records. Task: describe an organic reaction: reactants, conditions, products, and yield The reactants are CCOC(=O)C1(C)CCNCC1, S=C=Nc1ccc(Cl)cc1, ClCCl. Yields the product CCOC(=O)C1(C)CCN(C(=S)Nc2ccc(Cl)cc2)CC1. RXN SMILES: [CH3:11][C:12]1([C:18](=[O:19])[O:20][CH2:21][CH3:22])[CH2:13][CH2:14][NH:15][CH2:16][CH2:17]1.[Cl:1][c:2]1[cH:3][cH:4][c:5]([N:8]=[C:9]=[S:10])[cH:6][cH:7]1.[Cl:23][CH2:24][Cl:25]>>[Cl:1][c:2]1[cH:3][cH:4][c:5]([NH:8][C:9](=[S:10])[N:15]2[CH2:14][CH2:13][C:12]([CH3:11])([C:18](=[O:19])[O:20][CH2:21][CH3:22])[CH2:17][CH2:16]2)[cH:6][cH:7]1. Reactants: ClC1=NC=NC(=C1)Cl (4,6-dichloropyrimidine), [N+](=O)([O-])C1=CC=C(N)C=C1 (p-nitroaniline), Cl (HCl). Run in CC(C)O (i-PrOH). Run at temperature 84 celsius. Yields the product Cl.ClC1=CC(=NC=N1)NC1=CC=C(C=C1)[N+](=O)[O-] (6-Chloro-N-(4-nitrophenyl)pyrimidin-4-amine hydrochloride). The yield is 49.0%. RXN SMILES: [Cl:1][C:2]1[CH:7]=[C:6]([Cl:8])[N:5]=[CH:4][N:3]=1.[N+:9]([C:12]1[CH:18]=[CH:17][C:15]([NH2:16])=[CH:14][CH:13]=1)([O-:11])=[O:10].Cl>CC(O)C>[ClH:1].[Cl:8][C:6]1[N:5]=[CH:4][N:3]=[C:2]([NH:16][C:15]2[CH:17]=[CH:18][C:12]([N+:9]([O-:11])=[O:10])=[CH:13][CH:14]=2)[CH:7]=1 |f:4.5|. Procedure: 250 mg of 4,6-dichloropyrimidine and 178 mg of p-nitroaniline were dissolved in 2.5 mL of i-PrOH and 0.25 mL of 37% HCl were added. The mixture obtained was refluxed (84° C.) for 4 hours under a nitrogen atmosphere. A precipitate was formed which was collected by filtratio. 6-Chloro-N-(4-nitrophenyl)pyrimidin-4-amine hydrochloride in the form of bright yellow crystals was obtained. The reactants are C=1(C(=CC=CC1)C=O)C1=CC=CC=C1 (Biphenylcarboxaldehyde), [BH3-]C#N.[Na+] (NaBH3CN), CN (methylamine), C(C)O (ethanol). Solvent: O (water), CO (methanol), C(C)(=O)O (acetic acid). Conditions: temperature 60 celsius, time 8 hour. Procedure: Into a 250-mL round-bottom flask was placed methanol (100 mL), acetic acid (42 mL), Biphenylcarboxaldehyde (7.96 g, 43.7 mmol, 1 equiv), methylamine in anhydrous ethanol (20 g, 193.2 mmol, 4.4 equiv), and NaBH3CN (8.3 g, 132.1 mmol, 3 equiv). The solution was stirred overnight at 60° C. The resulting solution was diluted with 200 mL of water and extracted with 3×200 mL of ethyl acetate. The organic phase was dried over anhydrous sodium sulfate and concentrated under vacuum. The residue was appli... Product: CNCC=1C=C(C=CC1)C1=CC=CC=C1 (N-methyl (3-biphenyl)methylamine). RXN SMILES: [C:1]1([C:9]2[CH:14]=[CH:13][CH:12]=[CH:11][CH:10]=2)[C:2](C=O)=[CH:3][CH:4]=[CH:5][CH:6]=1.[CH3:15]N.C(O)C.[BH3-][C:21]#[N:22].[Na+]>O.C(O)(=O)C.CO>[CH3:15][NH:22][CH2:21][C:13]1[CH:14]=[C:9]([C:1]2[CH:6]=[CH:5][CH:4]=[CH:3][CH:2]=2)[CH:10]=[CH:11][CH:12]=1 |f:3.4|. Starting materials: CN(C)CCC1CCCCN1, CC#N, O=C1Nc2ccccc2N(C(=O)CCl)c2ccccc21. Yields the product CN(C)CCC1CCCCN1CC(=O)N1c2ccccc2NC(=O)c2ccccc21. RXN SMILES: [CH3:21][N:22]([CH2:23][CH2:24][CH:25]1[NH:26][CH2:27][CH2:28][CH2:29][CH2:30]1)[CH3:31].[CH3:32][C:33]#[N:34].[Cl:1][CH2:2][C:3](=[O:4])[N:5]1[c:6]2[c:7]([cH:17][cH:18][cH:19][cH:20]2)[NH:8][C:9](=[O:16])[c:10]2[c:11]1[cH:12][cH:13][cH:14][cH:15]2>>[CH2:2]([C:3](=[O:4])[N:5]1[c:6]2[c:7]([cH:17][cH:18][cH:19][cH:20]2)[NH:8][C:9](=[O:16])[c:10]2[c:11]1[cH:12][cH:13][cH:14][cH:15]2)[N:26]1[CH:25]([CH2:24][CH2:23][N:22]([CH3:21])[CH3:31])[CH2:30][CH2:29][CH2:28][CH2:27]1. Reactants: C(C)(C)(C)C1=C2CC(CC2=CC=C1)=O (4-tert-Butyl-2-indanone), C[Mg]Br (methylmagnesium bromide), O.C1(=CC=C(C=C1)S(=O)(=O)O)C (p-toluenesulfonic acid hydrate). Reaction conditions: time 4 hour. Yields the product CC=1CC2=CC=CC(=C2C1)C(C)(C)C (2-Methyl-4-tert-butylindene). Yield: 33.0%. RXN SMILES: [C:1]([C:5]1[CH:13]=[CH:12][CH:11]=[C:10]2[C:6]=1[CH2:7][C:8](=O)[CH2:9]2)([CH3:4])([CH3:3])[CH3:2].[CH3:15][Mg]Br.O.C1(C)C=CC(S(O)(=O)=O)=CC=1>>[CH3:15][C:8]1[CH2:9][C:10]2[C:6]([CH:7]=1)=[C:5]([C:1]([CH3:4])([CH3:3])[CH3:2])[CH:13]=[CH:12][CH:11]=2 |f:2.3|. Procedure: 3.6 g (19 mmol) of indanone c3 were reacted with 3.0 equivalents of methylmagnesium bromide and the mixture was worked up, analogously to instructions I.3. The reaction time was 17 hours at room temperature and a further 4 hours under reflux. The mixture was then refluxed with p-toluenesulfonic acid hydrate for 25 minutes. Chromatography gave 1.2 g (33%) of indene c4 as a yellow oil. Unused starting material could be recovered with hexane/ethyl acetate (9:1).